This data is from the Open Reaction Database (ORD), a public repository of structured organic reaction records. The task is: describe an organic reaction: reactants, conditions, products, and yield The reactants are FC1=CC=C(C=C1)S(=O)(=O)N1CCOCC1 (4-[(4-fluorophenyl)sulfonyl]morpholine), C([O-])([O-])=O.[Cs+].[Cs+] (cesium carbonate), C(O)(O)=O.NC(=N)N (guanidine carbonate). Run in CN1C(CCC1)=O (1-methyl-2-pyrrolidinone), CCOCC (ether). Reaction conditions: temperature 87.5 celsius, time 24 hour. Product: N1(CCOCC1)S(=O)(=O)C1=CC=C(C=C1)NC(=N)N (N-[4-(morpholin-4-ylsulfonyl)phenyl]guanidine). Reaction SMILES: F[C:2]1[CH:7]=[CH:6][C:5]([S:8]([N:11]2[CH2:16][CH2:15][O:14][CH2:13][CH2:12]2)(=[O:10])=[O:9])=[CH:4][CH:3]=1.C(=O)([O-])[O-].[Cs+].[Cs+].C(=O)(O)O.[NH2:27][C:28]([NH2:30])=[NH:29]>CN1CCCC1=O.CCOCC>[N:11]1([S:8]([C:5]2[CH:6]=[CH:7][C:2]([NH:29][C:28]([NH2:30])=[NH:27])=[CH:3][CH:4]=2)(=[O:10])=[O:9])[CH2:16][CH2:15][O:14][CH2:13][CH2:12]1 |f:1.2.3,4.5|. Procedure: A mixture of 4-[(4-fluorophenyl)sulfonyl]morpholine (0.25 g, 1 mmol), cesium carbonate (1.30 g, 4 mmol), and guanidine carbonate (1.08 g, 6 mmol) in 2 ml of 1-methyl-2-pyrrolidinone (NMP) is stirred at 85 to 90° C. for 24 hrs. It is then cooled to room temperature and diluted with ether. The resulting suspension is filtered, and the precipitate extracted with tetrahydrofuran (THF) to yield, after evaporation of solvent, 0.12 g of a yellow solid; mp 102-105° C.; MS (ESI) m/z 285.1 (M+H); HRMS: ca...